Dataset: the Open Reaction Database (ORD), a public repository of structured organic reaction records. Task: describe an organic reaction: reactants, conditions, products, and yield Reactants: CCO, Cc1cc(C)cc(Sc2c(C(C)C)nc(C=O)n2C)c1, NN, O, O. Yields the product Cc1cc(C)cc(Sc2c(C(C)C)nc(C=NN)n2C)c1. Reaction SMILES: [CH3:25][CH2:26][OH:27].[CH3:5][c:6]1[cH:7][c:8]([S:13][c:14]2[c:15]([CH:22]([CH3:23])[CH3:24])[n:16][c:17]([CH:20]=[O:21])[n:18]2[CH3:19])[cH:9][c:10]([CH3:12])[cH:11]1.[NH2:2][NH2:3].[OH2:1].[OH2:4]>>[N:2]([NH2:3])=[CH:20][c:17]1[n:16][c:15]([CH:22]([CH3:23])[CH3:24])[c:14]([S:13][c:8]2[cH:7][c:6]([CH3:5])[cH:11][c:10]([CH3:12])[cH:9]2)[n:18]1[CH3:19]. Product: CC(=O)Oc1ccc(C=C(C#N)C(=O)Nc2ccccc2)c2c1CCCC2. Reaction SMILES: [CH3:25][C:26](=[O:27])[O:28][C:29](=[O:30])[CH3:31].[OH:1][c:2]1[cH:3][cH:4][c:5]([CH:12]=[C:13]([C:14](=[O:15])[NH:16][c:17]2[cH:18][cH:19][cH:20][cH:21][cH:22]2)[C:23]#[N:24])[c:6]2[c:11]1[CH2:10][CH2:9][CH2:8][CH2:7]2.[cH:32]1[cH:33][cH:34][n:35][cH:36][cH:37]1>>[O:1]([c:2]1[cH:3][cH:4][c:5]([CH:12]=[C:13]([C:14](=[O:15])[NH:16][c:17]2[cH:18][cH:19][cH:20][cH:21][cH:22]2)[C:23]#[N:24])[c:6]2[c:11]1[CH2:10][CH2:9][CH2:8][CH2:7]2)[C:26]([CH3:25])=[O:27]. Reactants: CC(=O)OC(C)=O, N#CC(=Cc1ccc(O)c2c1CCCC2)C(=O)Nc1ccccc1, c1ccncc1. Reaction SMILES: [CH2:3]([CH3:4])[O:5][C:6](=[CH2:7])[c:8]1[cH:9][cH:10][c:11]([C:14](=[O:15])[O:16][CH2:17][CH3:18])[n:12][cH:13]1.[CH3:20][CH2:21][OH:22].[ClH:19].[Na+:2].[OH-:1]>>[CH2:3]([CH3:4])[O:5][C:6](=[CH2:7])[c:8]1[cH:9][cH:10][c:11]([C:14](=[O:15])[OH:16])[n:12][cH:13]1. The reactants are C=C(OCC)c1ccc(C(=O)OCC)nc1, CCO, Cl, [Na+], [OH-]. The product is C=C(OCC)c1ccc(C(=O)O)nc1. The reactants are S(O)(O)(=O)=O (sulfuric acid), OC1=CC(=C(C(=O)O)C=C1)C(F)(F)F (4-Hydroxy-2-(trifluoromethyl)benzoic acid), CO (methanol), O (water), CO (methanol). Reaction conditions: time 20 hour. Product: OC1=CC(=C(C(=O)OC)C=C1)C(F)(F)F (Methyl 4-hydroxy-2-(trifluoromethyl)benzoate). Reaction SMILES: [OH:1][C:2]1[CH:10]=[CH:9][C:5]([C:6]([OH:8])=[O:7])=[C:4]([C:11]([F:14])([F:13])[F:12])[CH:3]=1.S(=O)(=O)(O)O.O.[CH3:21]O>>[OH:1][C:2]1[CH:10]=[CH:9][C:5]([C:6]([O:8][CH3:21])=[O:7])=[C:4]([C:11]([F:12])([F:13])[F:14])[CH:3]=1. Procedure details: 4-Hydroxy-2-(trifluoromethyl)benzoic acid (30.0 g) was dissolved in methanol (600 ml), thereto was added dropwise conc. sulfuric acid (10 ml). Then, the mixture was refluxed with stirring for 20 hours. The mixture was cooled to room temperature, and to the reaction mixture was added water (200 ml), and methanol was removed by evaporation, and the resultant was extracted twice with ethyl acetate (300 ml). The organic layer was washed with water, a saturated aqueous sodium hydrogen carbonate solut... The reactants are NCCc1ccccc1, ClCCl, O=C(Cl)C(Cl)Cl, O=C(Cl)C(F)(F)F, FC(F)(F)C1NCCc2ccccc21, [Na+], [OH-], O, c1ccc2cnccc2c1. The product is O=C(C(Cl)Cl)N1CCc2ccccc2C1C(F)(F)F. As a reaction SMILES: [CH2:1]([NH2:2])[CH2:3][c:4]1[cH:5][cH:6][cH:7][cH:8][cH:9]1.[CH2:50]([Cl:51])[Cl:52].[Cl:43][CH:44]([Cl:45])[C:46]([Cl:47])=[O:48].[F:10][C:11]([C:12](=[O:13])[Cl:14])([F:15])[F:16].[F:17][C:18]([CH:19]1[NH:20][CH2:21][CH2:22][c:23]2[cH:24][cH:25][cH:26][cH:27][c:28]21)([F:29])[F:30].[Na+:42].[OH-:41].[OH2:49].[cH:31]1[cH:32][c:33]2[c:34]([cH:35][n:36][cH:37][cH:38]2)[cH:39][cH:40]1>>[F:17][C:18]([CH:19]1[N:20]([C:46]([CH:44]([Cl:43])[Cl:45])=[O:48])[CH2:21][CH2:22][c:23]2[cH:24][cH:25][cH:26][cH:27][c:28]21)([F:29])[F:30]. The product is C(C)N(C(CC(CC(O)C1=CC=CC=C1)=O)=O)CC (N,N-diethyl -5-phenyl-5-hydroxy-3-oxopentanamide). RXN SMILES: [H-].[Na+].[CH2:3]([N:5]([CH2:12][CH3:13])[C:6](=[O:11])[CH2:7][C:8]([CH3:10])=[O:9])[CH3:4].C([Li])CCC.[CH:19](=[O:26])[C:20]1[CH:25]=[CH:24][CH:23]=[CH:22][CH:21]=1.Cl>O1CCCC1.CCCCCC.O>[CH2:12]([N:5]([CH2:3][CH3:4])[C:6](=[O:11])[CH2:7][C:8](=[O:9])[CH2:10][CH:19]([C:20]1[CH:25]=[CH:24][CH:23]=[CH:22][CH:21]=1)[OH:26])[CH3:13] |f:0.1|. The solvent is CCCCCC (hexane), O1CCCC1 (tetrahydrofuran), O (water). Yield: 97.7%. Conditions: temperature -10 celsius, time 15 minute. Procedure details: 1.53 g of 80% sodium hydride (51.0 mmol) in 60 cm3 of tetrahydrofuran are introduced into a three-necked, round-bottomed flash equipped with a septum and a dropping funnel. The mixture is cooled to -10° C. and then 5.5 g of 97% N,N-diethylacetoacetamide (34.0 mmol) are slowly added. The mixture is stirred for 15 minutes. 21.25 cm3 of n-butyllithium in solution in hexane at 1.6 mol/liter are then slowly added and the mixture is then stirred for 15 minutes. 3.05 g of benzaldehyde (28.5 mmol) are i... Starting materials: C(CCC)[Li] (n-butyllithium), C(C1=CC=CC=C1)=O (benzaldehyde), [H-].[Na+] (sodium hydride), C(C)N(C(CC(=O)C)=O)CC (N,N-diethylacetoacetamide), Cl (hydrochloric acid). Reactants: C(CCCC)N=C=O (pentyl isocyanate), CNC=1C=C(C=CC1)C1=CC=C(C=C1)\C=C(\C(=O)OCC)/CC (ethyl 2-[1-(3′-methylaminobiphenyl-4-yl)meth-(E)-ylidene]butyrate). Run at temperature 100 celsius. Yields the product C(CCCC)NC(N(C)C=1C=C(C=CC1)C1=CC=C(C=C1)\C=C(\C(=O)OCC)/CC)=O (ethyl 2-[1-[3′-(3-pentyl-1-methylureido)biphenyl-4-yl]meth-(E)-ylidene]butyrate). Isolated yield 98.4%. Reaction SMILES: [CH2:1]([N:6]=[C:7]=[O:8])[CH2:2][CH2:3][CH2:4][CH3:5].[CH3:9][NH:10][C:11]1[CH:12]=[C:13]([C:17]2[CH:22]=[CH:21][C:20](/[CH:23]=[C:24](\[CH2:30][CH3:31])/[C:25]([O:27][CH2:28][CH3:29])=[O:26])=[CH:19][CH:18]=2)[CH:14]=[CH:15][CH:16]=1>>[CH2:1]([NH:6][C:7](=[O:8])[N:10]([C:11]1[CH:12]=[C:13]([C:17]2[CH:22]=[CH:21][C:20](/[CH:23]=[C:24](\[CH2:30][CH3:31])/[C:25]([O:27][CH2:28][CH3:29])=[O:26])=[CH:19][CH:18]=2)[CH:14]=[CH:15][CH:16]=1)[CH3:9])[CH2:2][CH2:3][CH2:4][CH3:5]. Procedure details: 136 μL (1.0 mmol) of pentyl isocyanate are added to 213 mg (0.7 mmol) of ethyl 2-[1-(3′-methylaminobiphenyl-4-yl)meth-(E)-ylidene]butyrate. The reaction mixture is heated at 100° C. in an Emrys Optimizer microwave oven for 20 minutes. The residue is purified by chromatography on a column of silica eluted with a 70/30 heptane/ethyl acetate mixture. 291 mg (100%) of ethyl 2-[1-[3′-(3-pentyl-1-methylureido)biphenyl-4-yl]meth-(E)-ylidene]butyrate are obtained in the form of a yellowish oil.